Dataset: the Open Reaction Database (ORD), a public repository of structured organic reaction records. Task: describe an organic reaction: reactants, conditions, products, and yield The reactants are O[C@H]1C[C@H]2CC[C@H]3[C@@H]4CC[C@H](C(C=CC5=CC=NC=C5)=O)[C@]4(CC[C@@H]3[C@]2(CC1)C)C (3α-hydroxy-21-(4-pyridylmethylene)-5β-pregnan-20-one), C1CCOC1 (THF), [H][H] (hydrogen). Reagents/catalysts: [Pd] (Pd/C). Run in C(C)O (ethanol). Conditions: time 5 hour. Yields the product O[C@H]1C[C@H]2CC[C@H]3[C@@H]4CC[C@H](C(CCC5=CC=NC=C5)=O)[C@]4(CC[C@@H]3[C@]2(CC1)C)C (3α-Hydroxy-21-(4-pyridylmethyl)-5β-pregnan-20-one). Yield: 37.9%. RXN SMILES: [OH:1][C@@H:2]1[CH2:28][CH2:27][C@@:26]2([CH3:29])[C@H:4]([CH2:5][CH2:6][C@@H:7]3[C@@H:25]2[CH2:24][CH2:23][C@@:22]2([CH3:30])[C@H:8]3[CH2:9][CH2:10][C@@H:11]2[C:12](=[O:21])[CH:13]=[CH:14][C:15]2[CH:20]=[CH:19][N:18]=[CH:17][CH:16]=2)[CH2:3]1.C1COCC1.[H][H]>C(O)C.[Pd]>[OH:1][C@@H:2]1[CH2:28][CH2:27][C@@:26]2([CH3:29])[C@H:4]([CH2:5][CH2:6][C@@H:7]3[C@@H:25]2[CH2:24][CH2:23][C@@:22]2([CH3:30])[C@H:8]3[CH2:9][CH2:10][C@@H:11]2[C:12](=[O:21])[CH2:13][CH2:14][C:15]2[CH:16]=[CH:17][N:18]=[CH:19][CH:20]=2)[CH2:3]1. Procedure details: A solution of 3α-hydroxy-21-(4-pyridylmethylene)-5β-pregnan-20-one (100 mg, 0.245 mmol) in 4 mL each of ethanol and THF containing 20 mg of 5% Pd/C was subjected to hydrogen atmosphere via a balloon, and stirred for 5hours. The catalyst was then filtered off and the solution concentrated in vacuo. The residue was subjected to flash column chromatography eluting with hexane:acetone to give the title compound (38 mg) as a solid; TLC Rf (hexane:acetone 2:1)=0.28. The reactants are Clc1ccc(Br)cc1Cl, [Li]CCCC, CN1C2CCC1CC(=O)C2, CCOCC, Cl, C1CCOC1, O. Yields the product CN1C2CCC1CC(O)(c1ccc(Cl)c(Cl)c1)C2. RXN SMILES: [Br:1][c:2]1[cH:3][c:4]([Cl:9])[c:5]([Cl:8])[cH:6][cH:7]1.[CH2:10]([Li:11])[CH2:12][CH2:13][CH3:14].[CH3:15][N:16]1[CH:17]2[CH2:18][C:19](=[O:24])[CH2:20][CH:21]1[CH2:22][CH2:23]2.[CH3:26][CH2:27][O:28][CH2:29][CH3:30].[ClH:25].[O:31]1[CH2:32][CH2:33][CH2:34][CH2:35]1.[OH2:36]>>[c:2]1([C:19]2([OH:24])[CH2:18][CH:17]3[N:16]([CH3:15])[CH:21]([CH2:20]2)[CH2:22][CH2:23]3)[cH:3][c:4]([Cl:9])[c:5]([Cl:8])[cH:6][cH:7]1. Starting materials: ClC(=C(Cl)Cl)SCl (trichloroethenesulfenyl chloride), [Na] (sodium), C(#N)C=1C(NC(N(C1)C1=C(C=CC=C1C)C)=O)=O (5-cyano-1-(2,6-dimethylphenyl)uracil), C(#N)C=1C(NC(N(C1)C1=C(C=CC=C1)C)=O)=O (5-cyano-1-(2-methylphenyl)uracil), C(#N)C=1C(NC(N(C1)C1=C(C=CC=C1)CC)=O)=O (5-cyano-1-(2-ethylphenyl)uracil), C(#N)C=1C(NC(N(C1)C1=C(C=CC=C1CC)CC)=O)=O (5-cyano-1-(2,6-diethylphenyl)uracil). Product: C(#N)C=1C(N(C(N(C1)C1=C(C=CC=C1C)C)=O)SC(=C(Cl)Cl)Cl)=O (5-cyano-1-(2,6-dimethylphenyl)-3-trichloroethenesulfenyluracil), C(#N)C=1C(N(C(N(C1)C1=C(C=CC=C1)C)=O)SC(=C(Cl)Cl)Cl)=O (5-cyano-1-(2-methylphenyl)-3-trichloroethenesulfenyluracil), C(#N)C=1C(N(C(N(C1)C1=C(C=CC=C1)CC)=O)SC(=C(Cl)Cl)Cl)=O (5-cyano-1-(2-ethylphenyl)-3-trichloroethenesulfenyluracil), C(#N)C=1C(N(C(N(C1)C1=C(C=CC=C1CC)CC)=O)SC(=C(Cl)Cl)Cl)=O (5-cyano-1-(2,6-diethylphenyl)-3-trichloroethenesulfenyluracil). RXN SMILES: [Cl:1][C:2]([S:6]Cl)=[C:3]([Cl:5])[Cl:4].[Na].[C:9]([C:11]1[C:12](=[O:26])[NH:13][C:14](=[O:25])[N:15]([C:17]2[C:22]([CH3:23])=[CH:21][CH:20]=[CH:19][C:18]=2[CH3:24])[CH:16]=1)#[N:10].[C:27]([C:29]1[C:30](=[O:43])[NH:31][C:32](=[O:42])[N:33]([C:35]2[CH:40]=[CH:39][CH:38]=[CH:37][C:36]=2[CH3:41])[CH:34]=1)#[N:28].[C:44]([C:46]1[C:47](=[O:61])[NH:48][C:49](=[O:60])[N:50]([C:52]2[CH:57]=[CH:56][CH:55]=[CH:54][C:53]=2[CH2:58][CH3:59])[CH:51]=1)#[N:45].[C:62]([C:64]1[C:65](=[O:81])[NH:66][C:67](=[O:80])[N:68]([C:70]2[C:75]([CH2:76][CH3:77])=[CH:74][CH:73]=[CH:72][C:71]=2[CH2:78][CH3:79])[CH:69]=1)#[N:63]>>[C:9]([C:11]1[C:12](=[O:26])[N:13]([S:6][C:2]([Cl:1])=[C:3]([Cl:5])[Cl:4])[C:14](=[O:25])[N:15]([C:17]2[C:22]([CH3:23])=[CH:21][CH:20]=[CH:19][C:18]=2[CH3:24])[CH:16]=1)#[N:10].[C:27]([C:29]1[C:30](=[O:43])[N:31]([S:6][C:2]([Cl:1])=[C:3]([Cl:5])[Cl:4])[C:32](=[O:42])[N:33]([C:35]2[CH:40]=[CH:39][CH:38]=[CH:37][C:36]=2[CH3:41])[CH:34]=1)#[N:28].[C:44]([C:46]1[C:47](=[O:61])[N:48]([S:6][C:2]([Cl:1])=[C:3]([Cl:5])[Cl:4])[C:49](=[O:60])[N:50]([C:52]2[CH:57]=[CH:56][CH:55]=[CH:54][C:53]=2[CH2:58][CH3:59])[CH:51]=1)#[N:45].[C:62]([C:64]1[C:65](=[O:81])[N:66]([S:6][C:2]([Cl:1])=[C:3]([Cl:5])[Cl:4])[C:67](=[O:80])[N:68]([C:70]2[C:75]([CH2:76][CH3:77])=[CH:74][CH:73]=[CH:72][C:71]=2[CH2:78][CH3:79])[CH:69]=1)#[N:63] |^1:7|. Procedure details: Following the procedure of Example 5, trichloroethenesulfenyl chloride is reacted with the sodium salt of each of 5-cyano-1-(2,6-dimethylphenyl)uracil, 5-cyano-1-(2-methylphenyl)uracil, 5-cyano-1-(2-ethylphenyl)uracil and 5-cyano-1-(2,6-diethylphenyl)uracil to yield 5-cyano-1-(2,6-dimethylphenyl)-3-trichloroethenesulfenyluracil, 5-cyano-1-(2-methylphenyl)-3-trichloroethenesulfenyluracil, 5-cyano-1-(2-ethylphenyl)-3-trichloroethenesulfenyluracil and 5-cyano-1-(2,6-diethylphenyl)-3-trichloroethene... The reactants are CC(C)(N)CN(Cc1ccccc1)Cc1ccccc1, Cc1ccccc1OCC1CO1, CCO. The product is Cc1ccccc1OCC(O)CNC(C)(C)CN(Cc1ccccc1)Cc1ccccc1. RXN SMILES: [CH2:13]([c:14]1[cH:15][cH:16][cH:17][cH:18][cH:19]1)[N:20]([CH2:21][C:22]([CH3:23])([NH2:24])[CH3:25])[CH2:26][c:27]1[cH:28][cH:29][cH:30][cH:31][cH:32]1.[CH3:1][c:2]1[c:3]([O:4][CH2:5][CH:6]2[CH2:7][O:8]2)[cH:9][cH:10][cH:11][cH:12]1.[CH3:33][CH2:34][OH:35]>>[CH3:1][c:2]1[c:3]([O:4][CH2:5][CH:6]([CH2:7][NH:24][C:22]([CH2:21][N:20]([CH2:13][c:14]2[cH:15][cH:16][cH:17][cH:18][cH:19]2)[CH2:26][c:27]2[cH:28][cH:29][cH:30][cH:31][cH:32]2)([CH3:23])[CH3:25])[OH:8])[cH:9][cH:10][cH:11][cH:12]1. The reactants are CCOCCO, N#Cc1cnc2c(oc3ccccc32)c1Cl, Cc1ccc(N)cc1O. The product is Cc1ccc(Nc2c(C#N)cnc3c2oc2ccccc23)cc1O. As a reaction SMILES: [CH3:26][CH2:27][O:28][CH2:29][CH2:30][OH:31].[Cl:1][c:2]1[c:3]2[c:4]([n:5][cH:6][c:7]1[C:8]#[N:9])[c:10]1[c:11]([o:12]2)[cH:13][cH:14][cH:15][cH:16]1.[NH2:17][c:18]1[cH:19][cH:20][c:21]([CH3:25])[c:22]([OH:24])[cH:23]1>>[c:2]1([NH:17][c:18]2[cH:19][cH:20][c:21]([CH3:25])[c:22]([OH:24])[cH:23]2)[c:3]2[c:4]([n:5][cH:6][c:7]1[C:8]#[N:9])[c:10]1[c:11]([o:12]2)[cH:13][cH:14][cH:15][cH:16]1.